Dataset: the Open Reaction Database (ORD), a public repository of structured organic reaction records. Task: describe an organic reaction: reactants, conditions, products, and yield Reactants: CO, Cc1cccc(C)c1N(CC(C)N)S(C)(=O)=O, [Na]. Yields the product Cc1cccc(C)c1NCC(C)N. Reaction SMILES: [CH3:19][OH:20].[CH3:2][c:3]1[c:4]([N:10]([S:11]([CH3:12])(=[O:13])=[O:14])[CH2:15][CH:16]([CH3:17])[NH2:18])[c:5]([CH3:9])[cH:6][cH:7][cH:8]1.[Na:1]>>[CH3:2][c:3]1[c:4]([NH:10][CH2:15][CH:16]([CH3:17])[NH2:18])[c:5]([CH3:9])[cH:6][cH:7][cH:8]1. The reactants are N1[C@H](CO)CCC1 ((S)-prolinol), C1(=CC=CC2=CC=CC=C12)C=O (α-naphthoaldehyde). The product is C1(=CC=CC2=CC=CC=C12)CN1[C@@H](CCC1)CO ((S)-N-(α-naphthyl)methyl-2-pyrrolidine methanol). RXN SMILES: [NH:1]1[CH2:7][CH2:6][CH2:5][C@H:2]1[CH2:3][OH:4].[C:8]1([CH:18]=O)[C:17]2[C:12](=[CH:13][CH:14]=[CH:15][CH:16]=2)[CH:11]=[CH:10][CH:9]=1>>[C:8]1([CH2:18][N:1]2[CH2:7][CH2:6][CH2:5][C@H:2]2[CH2:3][OH:4])[C:17]2[C:12](=[CH:13][CH:14]=[CH:15][CH:16]=2)[CH:11]=[CH:10][CH:9]=1. Procedure details: Using (S)-prolinol ((S)-VIII-1) and α-naphthoaldehyde as the starting materials, a similar operation was carried out to obtain (S)-N-(α-naphthyl)methyl-2-pyrrolidine methanol ((S)-II-2). ##STR316## Starting materials: ClC=1C=C2C(N=C(O2)C2=CC=CC=C2)=C(C1)C(=O)O (6-chloro-2-phenyl-benzoxazole-4-carboxylic acid), NC1CCN(CC1)C (4-amino-1-methylpiperidine). Product: CN1CCC(CC1)NC(=O)C=1C=C(C=C2C1N=C(O2)C2=CC=CC=C2)Cl (N-(1-Methyl-piperidin-4-yl)-6-chloro-2-phenylbenzoxazole-4-carboxamide). Isolated yield 46.0%. RXN SMILES: [Cl:1][C:2]1[CH:3]=[C:4]2[O:8][C:7]([C:9]3[CH:14]=[CH:13][CH:12]=[CH:11][CH:10]=3)=[N:6][C:5]2=[C:15]([C:17]([OH:19])=O)[CH:16]=1.[NH2:20][CH:21]1[CH2:26][CH2:25][N:24]([CH3:27])[CH2:23][CH2:22]1>>[CH3:27][N:24]1[CH2:25][CH2:26][CH:21]([NH:20][C:17]([C:15]2[CH:16]=[C:2]([Cl:1])[CH:3]=[C:4]3[O:8][C:7]([C:9]4[CH:10]=[CH:11][CH:12]=[CH:13][CH:14]=4)=[N:6][C:5]=23)=[O:19])[CH2:22][CH2:23]1. Reported procedure: This material was prepared from 6-chloro-2-phenyl-benzoxazole-4-carboxylic acid and 4-amino-1-methylpiperidine using the method outlined in Step C of Example 7. This compound was obtained in 46% yield as a tan solid: mp 170-172° C.; 1H NMR (300 MHz, CDCl3) δ 9.14 (d, J=7.8 Hz, 1H), 8.23 (dd, J=6.6, 1.5 Hz, 2H), 8.18 (d, J=1.5 Hz, 1H), 7.71 (d, J=2.1 Hz, 1H), 7.65-7.54 (m, 3H), 4.19-4.13 (m, 1H), 2.87 (d, J=1.5 Hz, 2H), 2.37 (s, 3H), 2.32-2.26 (m, 2H), 2.17-2.13 (m, 2H), 1.84-1.72 (m, 2H); MS (ES...